This data is from the Open Reaction Database (ORD), a public repository of structured organic reaction records. The task is: describe an organic reaction: reactants, conditions, products, and yield The reactants are C(C)OC1=CC=C(C=C1)C1=C(N=C(N1)C1=CC=C(C=C1)[N+](=O)[O-])C(=O)OCC (Ethyl 5-(4-ethoxyphenyl)-2-(4-nitrophenyl)imidazole-4-carboxylate), [OH-].[Na+] (Sodium hydroxide). Solvent: C(C)O (ethanol). Yields the product C(C)OC1=CC=C(C=C1)C1=C(N=C(N1)C1=CC=C(C=C1)[N+](=O)[O-])C(=O)O (5-(4-ethoxyphenyl)-2-(4-nitrophenyl) imidazole-4-carboxylic acid). Isolated yield 120.1%. Reaction SMILES: [CH2:1]([O:3][C:4]1[CH:9]=[CH:8][C:7]([C:10]2[NH:14][C:13]([C:15]3[CH:20]=[CH:19][C:18]([N+:21]([O-:23])=[O:22])=[CH:17][CH:16]=3)=[N:12][C:11]=2[C:24]([O:26]CC)=[O:25])=[CH:6][CH:5]=1)[CH3:2].[OH-].[Na+]>C(O)C>[CH2:1]([O:3][C:4]1[CH:9]=[CH:8][C:7]([C:10]2[NH:14][C:13]([C:15]3[CH:20]=[CH:19][C:18]([N+:21]([O-:23])=[O:22])=[CH:17][CH:16]=3)=[N:12][C:11]=2[C:24]([OH:26])=[O:25])=[CH:6][CH:5]=1)[CH3:2] |f:1.2|. Procedure details: Ethyl 5-(4-ethoxyphenyl)-2-(4-nitrophenyl)imidazole-4-carboxylate (27.6 g) was dissolved in ethanol. 1 M Sodium hydroxide solution was added and the mixture was reacted and treated in the same manner as in Starting Material Synthetic Example 2 to give 5-(4-ethoxyphenyl)-2-(4-nitrophenyl) imidazole-4-carboxylic acid (30.7 g), melting point 148-152° C.